From a dataset of the Open Reaction Database (ORD), a public repository of structured organic reaction records. describe an organic reaction: reactants, conditions, products, and yield Starting materials: [H-].[Na+] (sodium hydride), O (water), C(C1=CC=CC=C1)OC1=C(C=CC=C1)CC(=O)OC (methyl 2-benzyloxyphenylacetate), C(=O)OC (methyl formate). Solvent: CN(C)C=O (DMF), CN(C)C=O (DMF). Conditions: temperature 0 celsius, time 2 hour. Yields the product C(C1=CC=CC=C1)OC1=C(C=CC=C1)C(C(=O)OC)=CO (methyl 2-[2'-benzyloxyphenyl]-3-hydroxyacrylate). RXN SMILES: [CH2:1]([O:8][C:9]1[CH:14]=[CH:13][CH:12]=[CH:11][C:10]=1[CH2:15][C:16]([O:18][CH3:19])=[O:17])[C:2]1[CH:7]=[CH:6][CH:5]=[CH:4][CH:3]=1.[CH:20](OC)=[O:21].[H-].[Na+].O>CN(C=O)C>[CH2:1]([O:8][C:9]1[CH:14]=[CH:13][CH:12]=[CH:11][C:10]=1[C:15](=[CH:20][OH:21])[C:16]([O:18][CH3:19])=[O:17])[C:2]1[CH:3]=[CH:4][CH:5]=[CH:6][CH:7]=1 |f:2.3|. Reported procedure: A mixture of methyl 2-benzyloxyphenylacetate (26.99 g) and methyl formate (126.62 g) in dry DMF (300 ml) was added dropwise to a stirred suspension of sodium hydride (50% disp. in oil, 10.13 g) in DMF (300 ml) at 0° C. After stirring at 0° C. for two hours the mixture was poured into water (1000 ml) and washed with ether (2×150 ml). The aqueous layer was acidified to pH4 with 6M hydrochloric acid then extracted with ether (2×350 ml). The extracts were dried and concentrated under reduced pressur...